Dataset: the Open Reaction Database (ORD), a public repository of structured organic reaction records. Task: describe an organic reaction: reactants, conditions, products, and yield RXN SMILES: [CH2:26]1[O:27][CH2:28][CH2:29][CH2:30]1.[CH3:6][c:7]1[c:8]2[c:9]([s:10][cH:11]1)[cH:12][cH:13][cH:14][cH:15]2.[Li:1][CH2:2][CH2:3][CH2:4][CH3:5].[Na+:25].[O-:21][C:22]([OH:23])=[O:24].[S:16](=[O:17])(=[O:18])([Cl:19])[Cl:20]>>[CH3:6][c:7]1[c:8]2[c:9]([s:10][c:11]1[S:16](=[O:17])(=[O:18])[Cl:19])[cH:12][cH:13][cH:14][cH:15]2. The product is Cc1c(S(=O)(=O)Cl)sc2ccccc12. Reactants: C1CCOC1, Cc1csc2ccccc12, [Li]CCCC, [Na+], O=C([O-])O, O=S(=O)(Cl)Cl. Starting materials: [BH4-], CC(C)=O, CC(=O)O, CCOC(=O)CCCCCOc1cc(-c2ccc(N)cc2)cc(-c2ccccc2)n1, [Na+], O. The product is CCOC(=O)CCCCCOc1cc(-c2ccc(NC(C)C)cc2)cc(-c2ccccc2)n1. Reaction SMILES: [BH4-:35].[CH3:31][C:32]([CH3:33])=[O:34].[CH3:37][C:38](=[O:39])[OH:40].[NH2:1][c:2]1[cH:3][cH:4][c:5](-[c:8]2[cH:9][c:10]([O:20][CH2:21][CH2:22][CH2:23][CH2:24][CH2:25][C:26](=[O:27])[O:28][CH2:29][CH3:30])[n:11][c:12](-[c:14]3[cH:15][cH:16][cH:17][cH:18][cH:19]3)[cH:13]2)[cH:6][cH:7]1.[Na+:36].[OH2:41]>>[NH:1]([c:2]1[cH:3][cH:4][c:5](-[c:8]2[cH:9][c:10]([O:20][CH2:21][CH2:22][CH2:23][CH2:24][CH2:25][C:26](=[O:27])[O:28][CH2:29][CH3:30])[n:11][c:12](-[c:14]3[cH:15][cH:16][cH:17][cH:18][cH:19]3)[cH:13]2)[cH:6][cH:7]1)[CH:32]([CH3:31])[CH3:33]. Reactants: CC(=O)OI1(C=2C=CC=CC2C(=O)O1)(OC(=O)C)OC(=O)C (Dess-Martin periodinane), C(C)(C)(C)[Si](OCCC1=CC=C(C=C1)CCO)(C)C (2-{4-[2-(tert-Butyl-dimethyl-silanyloxy)-ethyl]-phenyl}-ethanol), S(=S)(=O)([O-])[O-].[Na+].[Na+] (sodium thiosulphate), C([O-])(O)=O.[Na+] (sodium bicarbonate). The solvent is ClCCl (dichloromethane), C(C)(=O)OCC (ethyl acetate). Conditions: time 30 minute. Yields the product [Si](C)(C)(C(C)(C)C)OCCC1=CC=C(C=C1)CC=O (2-(4-(2-(tert-Butyldimethylsilyloxy)ethyl)phenyl)acetaldehyde). As a reaction SMILES: CC(OI1(OC(C)=O)(OC(C)=O)OC(=O)C2C=CC=CC1=2)=O.[C:23]([Si:27]([CH3:41])([CH3:40])[O:28][CH2:29][CH2:30][C:31]1[CH:36]=[CH:35][C:34]([CH2:37][CH2:38][OH:39])=[CH:33][CH:32]=1)([CH3:26])([CH3:25])[CH3:24].S([O-])([O-])(=O)=S.[Na+].[Na+].C(=O)(O)[O-].[Na+]>ClCCl.C(OCC)(=O)C>[Si:27]([O:28][CH2:29][CH2:30][C:31]1[CH:32]=[CH:33][C:34]([CH2:37][CH:38]=[O:39])=[CH:35][CH:36]=1)([C:23]([CH3:25])([CH3:24])[CH3:26])([CH3:41])[CH3:40] |f:2.3.4,5.6|. Procedure: Dess-Martin periodinane (0.38 g) was added to a solution of 2-(4-(2-(tert-butyldimethylsilyloxy)ethyl)phenyl)ethanol (example 5, step b) (0.21 g) in dichloromethane (5 mL) and the resulting mixture stirred for 30 min. A mixture of saturated sodium thiosulphate solution (5 mL), saturated sodium bicarbonate solution (5 mL) and ethyl acetate (25 mL) were added and the resulting mixture stirred for 10 min. The organic phase was separated and washed with saturated sodium bicarbonate solution (2×10 mL... The reactants are CC1CCN(CC1)C1=C(C(OC=2C3=C(CCC12)C=CC=C3)=O)C#N (4-(4-methylpiperidin-1-yl)-2-oxo-5,6-dihydro-2H-benzo[h]chromene-3-carbonitrile), indanone-2, [H-].[Na+] (NaH). The solvent is C1CCOC1 (THF). Yields the product CC1CCN(CC1)C1=C(C2=C(C=3C4=CC=CC=C4CCC13)C1=CC=CC=C1C2)C#N (7-(4-Methyl-piperidin-1-yl)-5,9-dihydro-6H-indeno[2,1-c]phenanthrene-8-carbonitrile). RXN SMILES: [CH3:1][CH:2]1[CH2:7][CH2:6][N:5]([C:8]2[C:17]3[CH2:16][CH2:15][C:14]4[CH:18]=[CH:19][CH:20]=[CH:21][C:13]=4[C:12]=3O[C:10](=O)[C:9]=2[C:23]#[N:24])[CH2:4][CH2:3]1.[H-].[Na+]>C1COCC1>[CH3:1][CH:2]1[CH2:7][CH2:6][N:5]([C:8]2[C:17]3[CH2:16][CH2:15][C:14]4[C:13](=[CH:21][CH:20]=[CH:19][CH:18]=4)[C:12]=3[C:21]3[C:13]4[C:14]([CH2:18][C:10]=3[C:9]=2[C:23]#[N:24])=[CH:15][CH:16]=[CH:17][CH:12]=4)[CH2:4][CH2:3]1 |f:1.2|. Procedure: A mixture of 4-(4-methylpiperidin-1-yl)-2-oxo-5,6-dihydro-2H-benzo[h]chromene-3-carbonitrile (320 mg), indanone-2 (132 mg) and NaH (36 mg) in THF was stirred for <5 min. After completion, the reaction solvent was evaporated under vacuum to dryness and crude solid was quenched with ice water and subsequently neutralized with dil. HCl, finally purified by column chromatography using ethylacetate-hexane as eluent. White solid; mp 152-154° C.; IR (KBr) 2212 cm−1 (CN); MS (ESI) 391 (M+11).